Task: describe an organic reaction: reactants, conditions, products, and yield. Dataset: the Open Reaction Database (ORD), a public repository of structured organic reaction records The reactants are O=C(Cl)c1c(F)c(F)c(Br)c(F)c1F, [Li]CCCC, CCOC(=O)CC(=O)[O-], Cl, C1CCOC1, c1ccc(-c2ccccn2)nc1. Yields the product CCOC(=O)CC(=O)c1c(F)c(F)c(Br)c(F)c1F. As a reaction SMILES: [Br:27][c:28]1[c:29]([F:40])[c:30]([F:39])[c:31]([C:32]([Cl:33])=[O:34])[c:35]([F:38])[c:36]1[F:37].[CH2:1]([Li:2])[CH2:3][CH2:4][CH3:5].[CH2:6]([CH3:7])[O:8][C:9]([CH2:10][C:11](=[O:12])[O-:13])=[O:14].[ClH:41].[O:42]1[CH2:43][CH2:44][CH2:45][CH2:46]1.[cH:15]1[cH:16][n:17][c:18](-[c:19]2[n:20][cH:21][cH:22][cH:23][cH:24]2)[cH:25][cH:26]1>>[CH2:6]([CH3:7])[O:8][C:9]([CH2:10][C:11](=[O:13])[c:31]1[c:30]([F:39])[c:29]([F:40])[c:28]([Br:27])[c:36]([F:37])[c:35]1[F:38])=[O:14]. The reactants are N([C@@H](CC1=CC(=C(C=C1)O)C(C)(C)C)C(=O)N)C (N-Me-Tyr(3-tBu)-NH2), N([C@@H](C(C)C)C(=O)O)C(=O)OC(C)(C)C (Boc-Val-OH), C=1C=CC2=C(C1)N=NN2O (HOBT), CC(N=C=NC(C)C)C (DIC). Solvent: CN(C)C=O (DMF), C(C)(=O)OCC (ethyl acetate). Run at time 8 hour. The product is N([C@@H](C(C)C)C(=O)N([C@@H](CC1=CC(=C(C=C1)O)C(C)(C)C)C(=O)N)C)C(=O)OC(C)(C)C (Boc-Val-N-Me-Tyr(3-tBu)-NH2). Reaction SMILES: [NH:1]([CH3:18])[C@H:2]([C:15]([NH2:17])=[O:16])[CH2:3][C:4]1[CH:9]=[CH:8][C:7]([OH:10])=[C:6]([C:11]([CH3:14])([CH3:13])[CH3:12])[CH:5]=1.[NH:19]([C:27]([O:29][C:30]([CH3:33])([CH3:32])[CH3:31])=[O:28])[C@H:20]([C:24]([OH:26])=O)[CH:21]([CH3:23])[CH3:22].C1C=CC2N(O)N=NC=2C=1.CC(C)N=C=NC(C)C>CN(C=O)C.C(OCC)(=O)C>[NH:19]([C:27]([O:29][C:30]([CH3:33])([CH3:32])[CH3:31])=[O:28])[C@H:20]([C:24]([N:1]([CH3:18])[C@H:2]([C:15]([NH2:17])=[O:16])[CH2:3][C:4]1[CH:9]=[CH:8][C:7]([OH:10])=[C:6]([C:11]([CH3:12])([CH3:13])[CH3:14])[CH:5]=1)=[O:26])[CH:21]([CH3:22])[CH3:23]. Procedure details: To a solution of 120 mg (0.480 mmol) of N-Me-Tyr(3-tBu)-NH2,156 mg (0.718 mmol) of Boc-Val-OH and 110 mg (0.718 mmol) of HOBT in 2 ml of DMF, 0.111 ml (0.718 mmol) of DIC was added under cooling with ice and the mixture was stirred overnight at room temperature. The reaction mixture was diluted with ethyl acetate and washed first with saturated aqueous NaHCO3, then with water, and finally with saturated brine. The organic layer was dried with anhydrous magnesium sulfate and concentrated under re...